The task is: describe an organic reaction: reactants, conditions, products, and yield. This data is from the Open Reaction Database (ORD), a public repository of structured organic reaction records. Reactants: CN(C)C=O, O=[N+]([O-])c1ccc(F)cc1, [H-], NC(=O)c1c(N)[nH]c2ccccc12, [Na+]. Yields the product NC(=O)c1c(N)n(-c2ccc([N+](=O)[O-])cc2)c2ccccc12. As a reaction SMILES: [CH3:26][N:27]([CH3:28])[CH:29]=[O:30].[F:14][c:15]1[cH:16][cH:17][c:18]([N+:21](=[O:22])[O-:23])[cH:19][cH:20]1.[H-:24].[NH2:1][c:2]1[nH:3][c:4]2[cH:5][cH:6][cH:7][cH:8][c:9]2[c:10]1[C:11](=[O:12])[NH2:13].[Na+:25]>>[NH2:1][c:2]1[n:3](-[c:15]2[cH:16][cH:17][c:18]([N+:21](=[O:22])[O-:23])[cH:19][cH:20]2)[c:4]2[cH:5][cH:6][cH:7][cH:8][c:9]2[c:10]1[C:11](=[O:12])[NH2:13]. The reactants are C(C)(C)C1=CC=C(C=C1)C1=NC2=C(N1CCOC)C(=CC(=C2)C#N)OC (2-(4-isopropyl-phenyl)-7-methoxy-1-(2-methoxy-ethyl)-1H-benzoimidazole-5-carbonitrile), II (iodine), [OH-].[Na+] (NaOH). The reagents and catalysts are S(=O)(=O)([O-])[O-].[Ag+2] (silver sulfate). The solvent is C(C)(=O)O (acetic acid). Yields the product IC1=C(C=C(C=2N(C(=NC21)C2=CC=C(C=C2)C(C)C)CCOC)OC)C#N (4-Iodo-2-(4-isopropyl-phenyl)-7-methoxy-1-(2-methoxy-ethyl)-1H-benzoimidazole-5-carbonitrile). Isolated yield 14.7%. As a reaction SMILES: [CH:1]([C:4]1[CH:9]=[CH:8][C:7]([C:10]2[N:14]([CH2:15][CH2:16][O:17][CH3:18])[C:13]3[C:19]([O:25][CH3:26])=[CH:20][C:21]([C:23]#[N:24])=[CH:22][C:12]=3[N:11]=2)=[CH:6][CH:5]=1)([CH3:3])[CH3:2].[I:27]I.[OH-].[Na+]>C(O)(=O)C.S([O-])([O-])(=O)=O.[Ag+2]>[I:27][C:22]1[C:12]2[N:11]=[C:10]([C:7]3[CH:8]=[CH:9][C:4]([CH:1]([CH3:3])[CH3:2])=[CH:5][CH:6]=3)[N:14]([CH2:15][CH2:16][O:17][CH3:18])[C:13]=2[C:19]([O:25][CH3:26])=[CH:20][C:21]=1[C:23]#[N:24] |f:2.3,5.6|. Procedure: A mixture of 50 mg (0.143 mmol) 2-(4-isopropyl-phenyl)-7-methoxy-1-(2-methoxy-ethyl)-1H-benzoimidazole-5-carbonitrile and 36 mg (0.143 mmol) iodine and 22 mg (0.072 mmol) silver sulfate in 1 ml acetic acid is stirred at reflux for 3 h. Then the filtrate is poured on 2N NaOH and extracted (3×) with ethyl acetate. The combined organic layers are washed with water (2×) and brine, dried over MgSO4, filtered and concentrated in vacuo. The residue is purified by flash-chromatography on silica gel (hex... The reactants are COc1cc2c(Cl)cnnc2cc1OCc1ccccc1, Nc1cc(O)c(Cl)cc1F, Cl, CN(C)C=O. Yields the product COc1cc2c(Nc3cc(O)c(Cl)cc3F)cnnc2cc1OCc1ccccc1, Cl. As a reaction SMILES: [CH2:2]([c:3]1[cH:4][cH:5][cH:6][cH:7][cH:8]1)[O:9][c:10]1[c:11]([O:21][CH3:22])[cH:12][c:13]2[c:14]([Cl:20])[cH:15][n:16][n:17][c:18]2[cH:19]1.[Cl:23][c:24]1[cH:25][c:26]([F:32])[c:27]([NH2:28])[cH:29][c:30]1[OH:31].[ClH:1].[O:33]=[CH:34][N:35]([CH3:36])[CH3:37]>>[CH2:2]([c:3]1[cH:4][cH:5][cH:6][cH:7][cH:8]1)[O:9][c:10]1[c:11]([O:21][CH3:22])[cH:12][c:13]2[c:14]([NH:28][c:27]3[c:26]([F:32])[cH:25][c:24]([Cl:23])[c:30]([OH:31])[cH:29]3)[cH:15][n:16][n:17][c:18]2[cH:19]1.[ClH:20]. Reactants: C(=O)O (Formic acid), C(C1=CC=CC=C1)N1CC(CCCC1)NC(C1=CC=CC=C1)(C1=CC=CC=C1)C1=CC=CC=C1 (1-benzyl-N-trityl-3-azepanamine). Solvent: C(Cl)Cl (methylene chloride). The product is C(C1=CC=CC=C1)N1CC(CCCC1)N (1-benzyl-3-azepanamine). Yield: 72.8%. RXN SMILES: C(O)=O.[CH2:4]([N:11]1[CH2:17][CH2:16][CH2:15][CH2:14][CH:13]([NH:18]C(C2C=CC=CC=2)(C2C=CC=CC=2)C2C=CC=CC=2)[CH2:12]1)[C:5]1[CH:10]=[CH:9][CH:8]=[CH:7][CH:6]=1>C(Cl)Cl>[CH2:4]([N:11]1[CH2:17][CH2:16][CH2:15][CH2:14][CH:13]([NH2:18])[CH2:12]1)[C:5]1[CH:6]=[CH:7][CH:8]=[CH:9][CH:10]=1. Procedure details: Formic acid (0.25 ml, 6.63 mmol) was added dropwise to a solution of 1-benzyl-N-trityl-3-azepanamine (300 mg, 0.672 mmol) in methylene chloride (7 ml) under ice-cooling and stirred under ice-cooling for 3.5 hours. After the reaction mixture was concentrated, the residue was diluted with ether and washed with 1N-hydrochloric acid. After extraction, a 1N-aqueous sodium hydroxide solution was added to the aqueous layer under ice-cooling to make the aqueous layer basic, followed by extraction with c...